This data is from the Open Reaction Database (ORD), a public repository of structured organic reaction records. The task is: describe an organic reaction: reactants, conditions, products, and yield Starting materials: Cc1cc([N+](=O)[O-])ccc1NC(=O)OCc1ccccc1, [Na+], [Na+], O=S([O-])S(=O)[O-]. Yields the product Cc1cc([N+](=O)[O-])ccc1N. Reaction SMILES: [CH2:1]([O:2][C:3](=[O:4])[NH:11][c:12]1[c:13]([CH3:21])[cH:14][c:15]([N+:18](=[O:19])[O-:20])[cH:16][cH:17]1)[c:5]1[cH:6][cH:7][cH:8][cH:9][cH:10]1.[Na+:28].[Na+:29].[S:22]([S:23]([O-:24])=[O:25])([O-:26])=[O:27]>>[NH2:11][c:12]1[c:13]([CH3:21])[cH:14][c:15]([N+:18](=[O:19])[O-:20])[cH:16][cH:17]1. Starting materials: C(C1=CC=CC=C1)OC1=CC=C(CN2N=C(C(=C2)CCC(=O)OCC)OCC)C=C1 (ethyl 3-[1-(4-benzyloxybenzyl)-3-ethoxy-1H-pyrazol-4-yl]propionate), [OH-].[Na+] (sodium hydroxide), O1CCCC1 (tetrahydrofuran), C(C)O (ethanol). The solvent is Cl (hydrochloric acid). Run at time 2 hour. The product is C(C1=CC=CC=C1)OC1=CC=C(CN2N=C(C(=C2)CCC(=O)O)OCC)C=C1 (3-[1-(4-benzyloxybenzyl)-3-ethoxy-1H-pyrazol-4-yl]propionic acid). Isolated yield 94.2%. RXN SMILES: [CH2:1]([O:8][C:9]1[CH:30]=[CH:29][C:12]([CH2:13][N:14]2[CH:18]=[C:17]([CH2:19][CH2:20][C:21]([O:23]CC)=[O:22])[C:16]([O:26][CH2:27][CH3:28])=[N:15]2)=[CH:11][CH:10]=1)[C:2]1[CH:7]=[CH:6][CH:5]=[CH:4][CH:3]=1.[OH-].[Na+].O1CCCC1.C(O)C>Cl>[CH2:1]([O:8][C:9]1[CH:30]=[CH:29][C:12]([CH2:13][N:14]2[CH:18]=[C:17]([CH2:19][CH2:20][C:21]([OH:23])=[O:22])[C:16]([O:26][CH2:27][CH3:28])=[N:15]2)=[CH:11][CH:10]=1)[C:2]1[CH:3]=[CH:4][CH:5]=[CH:6][CH:7]=1 |f:1.2|. Procedure: A mixture of ethyl 3-[1-(4-benzyloxybenzyl)-3-ethoxy-1H-pyrazol-4-yl]propionate (490 mg), 1 N aqueous sodium hydroxide solution (3 ml), tetrahydrofuran (5 ml), and ethanol (5 ml) was stirred at room temperature for two hours, diluted with 1 N hydrochloric acid (3 ml), and extracted with ethyl acetate. The ethyl acetate layer was washed with saturated aqueous sodium chloride solution, dried (MgSO4), and concentrated. The obtained colorless crystals were collected by filtration, and 3-[1-(4-benzyl... Reactants: Cc1cc(Br)cc(C#N)c1, CC1(C)OC(=O)Nc2ccc(B(O)O)cc21. Product: Cc1cc(C#N)cc(-c2ccc3c(c2)C(C)(C)OC(=O)N3)c1. As a reaction SMILES: [Br:17][c:18]1[cH:19][c:20]([C:21]#[N:22])[cH:23][c:24]([CH3:26])[cH:25]1.[CH3:1][C:2]1([CH3:16])[O:3][C:4](=[O:15])[NH:5][c:6]2[c:7]1[cH:8][c:9]([B:12]([OH:13])[OH:14])[cH:10][cH:11]2>>[CH3:1][C:2]1([CH3:16])[O:3][C:4](=[O:15])[NH:5][c:6]2[c:7]1[cH:8][c:9](-[c:18]1[cH:19][c:20]([C:21]#[N:22])[cH:23][c:24]([CH3:26])[cH:25]1)[cH:10][cH:11]2. Reactants: NC=1SC2=C(N1)C(=CC=C2)OCP(=O)(OCC)OCC (2-amino-4-(diethylphosphonomethyloxy)benzothiazole), BrBr (bromine). Solvent: CC(=O)O (AcOH), CC(=O)O (AcOH). Run at time 2.5 hour. Product: NC=1SC2=C(N1)C(=CC(=C2)Br)OCP(=O)(OCC)OCC (2-amino-4-diethylphosphonomethyloxy-6-bromobenzothiazole). RXN SMILES: [NH2:1][C:2]1[S:3][C:4]2[CH:10]=[CH:9][CH:8]=[C:7]([O:11][CH2:12][P:13]([O:18][CH2:19][CH3:20])([O:15][CH2:16][CH3:17])=[O:14])[C:5]=2[N:6]=1.[Br:21]Br>CC(O)=O>[NH2:1][C:2]1[S:3][C:4]2[CH:10]=[C:9]([Br:21])[CH:8]=[C:7]([O:11][CH2:12][P:13]([O:15][CH2:16][CH3:17])([O:18][CH2:19][CH3:20])=[O:14])[C:5]=2[N:6]=1. Procedure details: A solution of 2-amino-4-(diethylphosphonomethyloxy)benzothiazole (1 mmole) in AcOH (6 mL) was cooled to 10° C. and treated with bromine (1.5 mmole) in AcOH (2 mL). After 5 min the mixture was stirred at room temperature for 2.5 h. The yellow precipitate was collected via filtration and washed with CH2Cl2 to give 2-amino-4-diethylphosphonomethyloxy-6-bromobenzothiazole. Reactants: CC1(OCC(O1)COC1=C(C=C(C(=N)NO)C=C1C)C)C (rac-4-(2,2-dimethyl-[1,3]dioxolan-4-ylmethoxy)-N-hydroxy-3,5-dimethyl-benzamidine), C(C)C=1C=C(C#N)C=C(C1O)C (3-ethyl-4-hydroxy-5-methyl-benzonitrile), L-alpha-beta-isopropyliden glycerol. Product: CC1(OC[C@H](O1)COC1=C(C=C(C(=N)NO)C=C1C)CC)C ((R)-4-(2,2-Dimethyl-[1,3]dioxolan-4-ylmethoxy)-3-ethyl-N-hydroxy-5-methyl-benzamidine), oil. RXN SMILES: [CH3:1][C:2]1([CH3:21])[O:6][CH:5]([CH2:7][O:8][C:9]2[C:18]([CH3:19])=[CH:17][C:12]([C:13]([NH:15][OH:16])=[NH:14])=[CH:11][C:10]=2[CH3:20])[CH2:4][O:3]1.[CH2:22](C1C=C(C=C(C)C=1O)C#N)C>>[CH3:1][C:2]1([CH3:21])[O:6][C@H:5]([CH2:7][O:8][C:9]2[C:10]([CH3:20])=[CH:11][C:12]([C:13]([NH:15][OH:16])=[NH:14])=[CH:17][C:18]=2[CH2:19][CH3:22])[CH2:4][O:3]1. Procedure details: The title compound is obtained as a beige oil (0.86 g) in analogy to rac-4-(2,2-dimethyl-[1,3]dioxolan-4-ylmethoxy)-N-hydroxy-3,5-dimethyl-benzamidine starting from 3-ethyl-4-hydroxy-5-methyl-benzonitrile and L-alpha-beta-isopropyliden glycerol; LC-MS: tR=0.67 min, [M+H]+=308.99. Starting materials: C(C)(C)(C)OC(NCC1=CC(=CC=C1)C(NC=1SC2=C(N1)CC[C@@H](C2)N2CCOCC2)=O)=O ([3-((S)-6-morpholin-4-yl-4,5,6,7-tetrahydro-benzothiazol-2-ylcarbamoyl)-benzyl]-carbamic acid tert-butyl ester), FC(C(=O)O)(F)F (TFA). Solvent: C(Cl)Cl (DCM). Run at time 1 hour. Product: NCC=1C=C(C(=O)NC=2SC3=C(N2)CC[C@@H](C3)N3CCOCC3)C=CC1 (3-aminomethyl-N—((S)-6-morpholin-4-yl-4,5,6,7-tetrahydro-benzothiazol-2-yl)-benzamide). Isolated yield 96.8%. Reaction SMILES: C(OC(=O)[NH:7][CH2:8][C:9]1[CH:14]=[CH:13][CH:12]=[C:11]([C:15](=[O:32])[NH:16][C:17]2[S:18][C:19]3[CH2:25][C@@H:24]([N:26]4[CH2:31][CH2:30][O:29][CH2:28][CH2:27]4)[CH2:23][CH2:22][C:20]=3[N:21]=2)[CH:10]=1)(C)(C)C.FC(F)(F)C(O)=O>C(Cl)Cl>[NH2:7][CH2:8][C:9]1[CH:10]=[C:11]([CH:12]=[CH:13][CH:14]=1)[C:15]([NH:16][C:17]1[S:18][C:19]2[CH2:25][C@@H:24]([N:26]3[CH2:31][CH2:30][O:29][CH2:28][CH2:27]3)[CH2:23][CH2:22][C:20]=2[N:21]=1)=[O:32]. Procedure: Dissolve [3-((S)-6-morpholin-4-yl-4,5,6,7-tetrahydro-benzothiazol-2-ylcarbamoyl)-benzyl]-carbamic acid tert-butyl ester (4.82 g, 10.2 mmol) in DCM (5 mL) and add TFA (trifluoroacetic acid) (20 mL). Stir the mixture at rt for 1 h. LCMS analysis indicates the desired deprotected material. Concentrate to give the desired product 3-aminomethyl-N—((S)-6-morpholin-4-yl-4,5,6,7-tetrahydro-benzothiazol-2-yl)-benzamide as a foam (4.80 g, 9.87 mmol). Reactants: O.NN (Hydrazine monohydrate), ClC1=C(C=C(C=C1)C(C#N)C#N)C (2-(4-Chloro-3-methylphenyl)malononitrile). Solvent: C(Cl)(Cl)Cl (CHCl3). Conditions: temperature 70 celsius. The product is ClC1=C(C=C(C=C1)C=1C(=NNC1N)N)C (4-(4-Chloro-3-methylphenyl)-1H-pyrazole-3,5-diamine). As a reaction SMILES: O.[NH2:2][NH2:3].[Cl:4][C:5]1[CH:10]=[CH:9][C:8]([CH:11]([C:14]#[N:15])[C:12]#[N:13])=[CH:7][C:6]=1[CH3:16]>C(Cl)(Cl)Cl>[Cl:4][C:5]1[CH:10]=[CH:9][C:8]([C:11]2[C:14]([NH2:15])=[N:2][NH:3][C:12]=2[NH2:13])=[CH:7][C:6]=1[CH3:16] |f:0.1|. Reported procedure: Hydrazine monohydrate (0.312 mL, 6.4 mmol) was added to a solution of the product from Example 47A (512 mg, 2.69 mmol) in CHCl3 (25 mL). The reaction flask was evacuated and purged with nitrogen (3 cycles) and the mixture was heated at 70° C. under nitrogen for 22 hours, then cooled to room temperature. The mixture was concentrated under vacuum to provide the title compound as a beige solid. MS (DCI/NH3) m/z 223/225 (M+H)+.